This data is from the Open Reaction Database (ORD), a public repository of structured organic reaction records. The task is: describe an organic reaction: reactants, conditions, products, and yield Product: C(C)(=O)SCCCCC=1CNC2=CC(C=C2C1)(P(OCC)(=O)OCC)P(OCC)(=O)OCC (Dihydro-3-(4-acetylthiobutyl)-1-pyrindine-6,6-bisphosphonic acid, tetraethyl ester). Starting materials: BrCCCCC=1CNC2=CC(C=C2C1)(P(OCC)(=O)OCC)P(OCC)(=O)OCC (dihydro-3-(4-bromobutyl)-1-pyrindine-6,6-bisphosphonic acid, tetraethyl ester), C(C)(=S)[O-].[Na+] (sodium thioacetate). Procedure: A solution of dihydro-3-(4-bromobutyl)-1-pyrindine-6,6-bisphosphonic acid, tetraethyl ester (5.0 mmol) is stirred in dry acetone (35 ml) and sodium thioacetate (5.2 mmol) is added. The mixture is stirred at 50° C. for 12 hours. After cooling to room temperature the solvent is removed under reduced pressure. The crude residue is dissolved in methylene chloride and washed with water. The organic layer is then dried and concentrated under reduced pressure. The desired product is purified by flash c... Conditions: temperature 50 celsius, time 12 hour. Solvent: CC(=O)C (acetone). RXN SMILES: Br[CH2:2][CH2:3][CH2:4][CH2:5][C:6]1[CH2:7][NH:8][C:9]2[C:13]([CH:14]=1)=[CH:12][C:11]([P:23]([O:28][CH2:29][CH3:30])(=[O:27])[O:24][CH2:25][CH3:26])([P:15]([O:20][CH2:21][CH3:22])(=[O:19])[O:16][CH2:17][CH3:18])[CH:10]=2.[C:31]([O-:34])(=[S:33])[CH3:32].[Na+]>CC(C)=O>[C:31]([S:33][CH2:2][CH2:3][CH2:4][CH2:5][C:6]1[CH2:7][NH:8][C:9]2[C:13]([CH:14]=1)=[CH:12][C:11]([P:23]([O:28][CH2:29][CH3:30])(=[O:27])[O:24][CH2:25][CH3:26])([P:15]([O:20][CH2:21][CH3:22])(=[O:19])[O:16][CH2:17][CH3:18])[CH:10]=2)(=[O:34])[CH3:32] |f:1.2|.